The task is: describe an organic reaction: reactants, conditions, products, and yield. This data is from the Open Reaction Database (ORD), a public repository of structured organic reaction records. Reactants: CC(C)CCCC(C)CBr, CC(CCO)COC(C)(C)C, [Mg], Cc1ccc(S(=O)(=O)O)cc1. The product is CC(C)CCCC(C)CCCC(C)COC(C)(C)C. Reaction SMILES: [Br:2][CH2:3][CH:4]([CH2:5][CH2:6][CH2:7][CH:8]([CH3:9])[CH3:10])[CH3:11].[C:23]([CH3:24])([CH3:25])([CH3:26])[O:27][CH2:28][CH:29]([CH2:30][CH2:31][OH:32])[CH3:33].[Mg:1].[c:12]1([CH3:13])[cH:14][cH:15][c:16]([S:17]([OH:18])(=[O:19])=[O:20])[cH:21][cH:22]1>>[CH2:3]([CH:4]([CH2:5][CH2:6][CH2:7][CH:8]([CH3:9])[CH3:10])[CH3:11])[CH2:31][CH2:30][CH:29]([CH2:28][O:27][C:23]([CH3:24])([CH3:25])[CH3:26])[CH3:33]. The reactants are ClCCl, O=Cc1cn(S(=O)(=O)c2ccccc2)c2ccccc12. The product is O=S(=O)(c1ccccc1)n1cc(CO)c2ccccc21. RXN SMILES: [Cl:21][CH2:22][Cl:23].[c:1]1([S:7](=[O:8])(=[O:9])[n:10]2[cH:11][c:12]([CH:19]=[O:20])[c:13]3[cH:14][cH:15][cH:16][cH:17][c:18]23)[cH:2][cH:3][cH:4][cH:5][cH:6]1>>[c:1]1([S:7](=[O:8])(=[O:9])[n:10]2[cH:11][c:12]([CH2:19][OH:20])[c:13]3[cH:14][cH:15][cH:16][cH:17][c:18]23)[cH:2][cH:3][cH:4][cH:5][cH:6]1. Yield: 93.4%. The product is COS(=O)(=O)[O-].C[N+]=1N(C(=CC1C1=CC=CC=C1)C1=CC=CC=C1)C (1,2-dimethyl-3,5-diphenylpyrazolium methylsulfate). Starting materials: CO (methanol), CN1N=C(C=C1C1=CC=CC=C1)C1=CC=CC=C1 (1-methyl-3,5-diphenylpyrazole), CO (methanol), S(O)(O)(=O)=O (sulfuric acid). As a reaction SMILES: [CH3:1][N:2]1[C:6]([C:7]2[CH:12]=[CH:11][CH:10]=[CH:9][CH:8]=2)=[CH:5][C:4]([C:13]2[CH:18]=[CH:17][CH:16]=[CH:15][CH:14]=2)=[N:3]1.[CH3:19]O.[S:21](=[O:25])(=[O:24])([OH:23])[OH:22]>>[CH3:19][O:24][S:21]([O-:23])(=[O:22])=[O:25].[CH3:1][N+:2]1[N:3]([CH3:19])[C:4]([C:13]2[CH:18]=[CH:17][CH:16]=[CH:15][CH:14]=2)=[CH:5][C:6]=1[C:7]1[CH:12]=[CH:11][CH:10]=[CH:9][CH:8]=1 |f:3.4|. Procedure details: 46.8 g (0.2 mol) of 1-methyl-3,5-diphenylpyrazole together with 40 g (1.25 mol) of methanol are introduced into the reaction vessel. After 20.4 g (0.2 mol) of 96% strength sulfuric acid have been added, the reaction solution is brought to 160° C. by distilling off methanol. 640 g (20 mol) of methanol are metered in below the surface of the liquid in the course of 10 hours. After the reaction mixture has cooled, 73.5 g of a solidified melt are obtained. Recrystallization from 10 g of dichlorometh... Reactants: CN(CC1=CC=C(C=C1)[N+](=O)[O-])C1CC2=CC=C(C=C2C1)[N+](=O)[O-] (2-[N-Methyl-N-(4-nitrobenzyl)amino]-5-nitroindane). Reagents/catalysts: [Pd] (Pd/C). The solvent is C(C)(=O)OCC (ethyl acetate). Conditions: time 1 hour. Yields the product NC=1C=C2CC(CC2=CC1)N(C)CC1=CC=C(C=C1)N (5-Amino-2-[N-(4-aminobenzyl)-N-methylamino]indane). Isolated yield 58.6%. RXN SMILES: [CH3:1][N:2]([CH:13]1[CH2:21][C:20]2[C:15](=[CH:16][CH:17]=[C:18]([N+:22]([O-])=O)[CH:19]=2)[CH2:14]1)[CH2:3][C:4]1[CH:9]=[CH:8][C:7]([N+:10]([O-])=O)=[CH:6][CH:5]=1>C(OCC)(=O)C.[Pd]>[NH2:22][C:18]1[CH:19]=[C:20]2[C:15](=[CH:16][CH:17]=1)[CH2:14][CH:13]([N:2]([CH2:3][C:4]1[CH:5]=[CH:6][C:7]([NH2:10])=[CH:8][CH:9]=1)[CH3:1])[CH2:21]2. Reported procedure: 2-[N-Methyl-N-(4-nitrobenzyl)amino]-5-nitroindane (2.3 g) in ethyl acetate (60 ml) containing 5% Pd/C (. . . g) was stirred under a hydrogen atmosphere [206.8 kPa (30 psi)] for 1 hour at room temperature. The catalyst was then removed by filtration and the filtrate was evaporated to dryness in vacuo. The residue was purified by column chromatography on silica eluting with methylene chloride containing methanol (0% up to 1%). The product-containing fractions were combined and evaporated to give t... Reaction SMILES: [NH2:1][C:2]1[C:3]2[N:4]([C:9]([CH3:13])=[C:10]([CH3:12])[N:11]=2)[CH:5]=[C:6]([CH3:8])[CH:7]=1.[CH2:14]([C:16]1[CH:23]=[CH:22][CH:21]=[C:20]([CH3:24])[C:17]=1[CH:18]=O)[CH3:15].C([BH3-])#N.[Na+]>CO.[Cl-].[Zn+2].[Cl-]>[CH2:14]([C:16]1[CH:23]=[CH:22][CH:21]=[C:20]([CH3:24])[C:17]=1[CH2:18][NH:1][C:2]1[C:3]2[N:4]([C:9]([CH3:13])=[C:10]([CH3:12])[N:11]=2)[CH:5]=[C:6]([CH3:8])[CH:7]=1)[CH3:15] |f:2.3,5.6.7|. Product: C(C)C1=C(CNC=2C=3N(C=C(C2)C)C(=C(N3)C)C)C(=CC=C1)C (8-(2-ethyl-6-methylbenzylamino)-2,3,6-trimethylimidazo[1,2-a]pyridine). Reactants: NC=1C=2N(C=C(C1)C)C(=C(N2)C)C (8-amino-2,3,6-trimethylimidazo[1,2-a]pyridine), C(C)C1=C(C=O)C(=CC=C1)C (2-ethyl-6-methylbenzaldehyde), C(#N)[BH3-].[Na+] (sodium cyanoborohydride). Run in CO (methanol). Yield: 32.5%. Procedure details: A stirred mixture of 8-amino-2,3,6-trimethylimidazo[1,2-a]pyridine (0.5 g, 2.8 mmol), 2-ethyl-6-methylbenzaldehyde (0.45 g, 3 mmol) and zinc(II)chloride (0.4 g, 3 mmol) in 50 ml methanol was treated with sodium cyanoborohydride (0.19 g, 3 mmol) and refluxed for 20 h. The methanol was evaporated under reduced pressure and the residue was dissolved in dichloromethylene and water. The organic layer was separated, dried over sodium sulfate and evaporated under reduced pressure. The residue was chrom... Reagents/catalysts: [Cl-].[Zn+2].[Cl-] (zinc(II)chloride). Reactants: COc1ccc(Br)c(C)c1, [Li]CCCC, C1CCOC1, CSSC. Product: COc1ccc(SC)c(C)c1. Reaction SMILES: [Br:1][c:2]1[c:3]([CH3:10])[cH:4][c:5]([O:8][CH3:9])[cH:6][cH:7]1.[CH2:11]([Li:12])[CH2:13][CH2:14][CH3:15].[CH2:20]1[O:21][CH2:22][CH2:23][CH2:24]1.[CH3:16][S:17][S:18][CH3:19]>>[c:2]1([S:17][CH3:16])[c:3]([CH3:10])[cH:4][c:5]([O:8][CH3:9])[cH:6][cH:7]1. Reactants: COC(C1=C(C=C(C(=C1)F)[N+](=O)[O-])F)=O (methyl-2,5-difluoro-4-nitrobenzoate), C[O-].[Na+] (sodium methoxide). The solvent is CO (methanol). Conditions: time 8 hour. Product: FC1=C(C(=O)O)C=C(C(=C1)[N+](=O)[O-])OC (2-Fluoro-5-methoxy-4-nitrobenzoic acid). Isolated yield 73.6%. RXN SMILES: C[O:2][C:3](=[O:15])[C:4]1[CH:9]=[C:8](F)[C:7]([N+:11]([O-:13])=[O:12])=[CH:6][C:5]=1[F:14].[CH3:16][O-:17].[Na+]>CO>[F:14][C:5]1[CH:6]=[C:7]([N+:11]([O-:13])=[O:12])[C:8]([O:17][CH3:16])=[CH:9][C:4]=1[C:3]([OH:2])=[O:15] |f:1.2|. Procedure: To a solution of methyl-2,5-difluoro-4-nitrobenzoate (1 g, 4.6 mmol) in methanol (10 mL) was added sodium methoxide (95%, 393 mg, 6.9 mmol). The reaction mixture was stirred at room temperature overnight. It was then concentrated, acidified with HCl. Solid was filtered and dried to give the product as light yellow powder (728 mg, 70%). 1H NMR (400 MHz, DMSO-d6) δ ppm 3.95 (s, 3H) 7.66 (d, J=4 Hz, 1H) 8.01 (d, J=8 Hz, 1H). Starting materials: CC(C#CC1=CC=2C3(C4=CC(=CC=C4OC2C=C1)C=1C=NC=NC1)N=C(OC3)N)(C)C (Racemic 2′-(3,3-dimethylbut-1-ynyl)-7′-(pyrimidin-5-yl)-5H-spiro[oxazole-4,9′-xanthen]-2-amine), C(=O)=O (CO2). The solvent is CO (MeOH). The product is CC(C#CC1=CC=2[C@@]3(C4=CC(=CC=C4OC2C=C1)C=1C=NC=NC1)N=C(OC3)N)(C)C ((4S)-2′-(3,3-dimethylbut-1-ynyl)-7′-(pyrimidin-5-yl)-5H-spiro[oxazole-4,9′-xanthen]-2-amine). Yield: 41.6%. As a reaction SMILES: [CH3:1][C:2]([CH3:31])([CH3:30])[C:3]#[C:4][C:5]1[CH:18]=[CH:17][C:16]2[O:15][C:14]3[C:9](=[CH:10][C:11]([C:19]4[CH:20]=[N:21][CH:22]=[N:23][CH:24]=4)=[CH:12][CH:13]=3)[C:8]3([CH2:28][O:27][C:26]([NH2:29])=[N:25]3)[C:7]=2[CH:6]=1.C(=O)=O>CO>[CH3:1][C:2]([CH3:31])([CH3:30])[C:3]#[C:4][C:5]1[CH:18]=[CH:17][C:16]2[O:15][C:14]3[C:9](=[CH:10][C:11]([C:19]4[CH:20]=[N:21][CH:22]=[N:23][CH:24]=4)=[CH:12][CH:13]=3)[C@:8]3([CH2:28][O:27][C:26]([NH2:29])=[N:25]3)[C:7]=2[CH:6]=1. Procedure details: Racemic 2′-(3,3-dimethylbut-1-ynyl)-7′-(pyrimidin-5-yl)-5H-spiro[oxazole-4,9′-xanthen]-2-amine (490 mg) was subjected to chromatography using 20:80:0.1 MeOH:CO2:DEA at 65 ml/min on a 20×150 mm ChiralPak AD-H column and 100-bar system pressure. The first peak (RT=3.51 min) provided (4S)-2′-(3,3-dimethylbut-1-ynyl)-7′-(pyrimidin-5-yl)-5H-spiro[oxazole-4,9′-xanthen]-2-amine (204 mg, 99% ee), and the second peak (RT=5.44 min) provided (4R)-2′-(3,3-dimethylbut-1-ynyl)-7′-(pyrimidin-5-yl)-5H-spiro[oxa... Reactants: FC=1C=C(C=NC1)C=1SC(=C(N1)C)N(C(=O)C1CNCCC1)C (N-(2-(5-fluoropyridin-3-yl)-4-methylthiazol-5-yl)-N-methylpiperidine-3-carboxamide), C([O-])([O-])=O.[K+].[K+] (potassium carbonate), CC(C(=O)Cl)CCC (2-methylpentanoyl chloride). Reagents/catalysts: CN(C)C=1C=CN=CC1 (DMAP). The solvent is ClCCCl (DCE), O.ClCCl (water dichloromethane). The product is FC=1C=C(C=NC1)C=1SC(=C(N1)C)N(C(=O)C1CN(CCC1)C(C(CCC)C)=O)C (1-(2-methyl-pentanoyl)-piperidine-3-carboxylic acid [2-(5-fluoro-pyridin-3-yl)-4-methyl-thiazol-5-yl]-methyl-amide). Yield: 63.8%. RXN SMILES: [F:1][C:2]1[CH:3]=[C:4]([C:8]2[S:9][C:10]([N:14]([CH3:23])[C:15]([CH:17]3[CH2:22][CH2:21][CH2:20][NH:19][CH2:18]3)=[O:16])=[C:11]([CH3:13])[N:12]=2)[CH:5]=[N:6][CH:7]=1.C(=O)([O-])[O-].[K+].[K+].[CH3:30][CH:31]([CH2:35][CH2:36][CH3:37])[C:32](Cl)=[O:33]>CN(C1C=CN=CC=1)C.ClCCCl.O.ClCCl>[F:1][C:2]1[CH:3]=[C:4]([C:8]2[S:9][C:10]([N:14]([CH3:23])[C:15]([CH:17]3[CH2:22][CH2:21][CH2:20][N:19]([C:32](=[O:33])[CH:31]([CH3:30])[CH2:35][CH2:36][CH3:37])[CH2:18]3)=[O:16])=[C:11]([CH3:13])[N:12]=2)[CH:5]=[N:6][CH:7]=1 |f:1.2.3,7.8|. Reported procedure: A solution of N-(2-(5-fluoropyridin-3-yl)-4-methylthiazol-5-yl)-N-methylpiperidine-3-carboxamide (250 mg, 0.75 mmol), DMAP (91 mg, 0.75 mmol), potassium carbonate (310 mg, 2.243 mmol), and 2-methylpentanoyl chloride (201 mg, 1.495 mmol) in DCE (10 mL) was heated at 80° C. for 6 h. The cooled contents were diluted with water:dichloromethane (1:1, 20 mL) and the organic layer was collected and concentrated. The residue was purified via reversed phase chromatography (0 to 100% acetonitrile/water) t...